From a dataset of the Open Reaction Database (ORD), a public repository of structured organic reaction records. describe an organic reaction: reactants, conditions, products, and yield Starting materials: O=C([O-])O, CCOC(C)=O, COc1cc(C=C(CCCCl)C(=O)NC2Cc3ccc(F)cc3C2)ccc1-n1cnc(C)c1, [H-], [Na+], [Na+], CN(C)C=O. The product is COc1cc(C=C2CCCN(C3Cc4ccc(F)cc4C3)C2=O)ccc1-n1cnc(C)c1. Reaction SMILES: [C:36](=[O:37])([OH:38])[O-:39].[CH3:41][CH2:42][O:43][C:44](=[O:45])[CH3:46].[F:3][c:4]1[cH:5][c:6]2[c:10]([cH:11][cH:12]1)[CH2:9][CH:8]([NH:13][C:14]([C:15]([CH2:16][CH2:17][CH2:18][Cl:19])=[CH:20][c:21]1[cH:22][c:23]([O:33][CH3:34])[c:24](-[n:27]3[cH:28][n:29][c:30]([CH3:32])[cH:31]3)[cH:25][cH:26]1)=[O:35])[CH2:7]2.[H-:1].[Na+:2].[Na+:40].[O:47]=[CH:48][N:49]([CH3:50])[CH3:51]>>[F:3][c:4]1[cH:5][c:6]2[c:10]([cH:11][cH:12]1)[CH2:9][CH:8]([N:13]1[C:14](=[O:35])[C:15](=[CH:20][c:21]3[cH:22][c:23]([O:33][CH3:34])[c:24](-[n:27]4[cH:28][n:29][c:30]([CH3:32])[cH:31]4)[cH:25][cH:26]3)[CH2:16][CH2:17][CH2:18]1)[CH2:7]2. The reactants are ice water, BrC1=C(C=C(C=C1OC)CO)OC ((4-bromo-3,5-dimethoxyphenyl)methanol), IC (iodomethane), [H-].[Na+] (sodium hydride). Solvent: CN(C=O)C (N,N-dimethylformamide). Conditions: time 10 minute. Yields the product BrC1=C(C=C(C=C1OC)COC)OC (2-Bromo-1,3-dimethoxy-5-(methoxymethyl)benzene). RXN SMILES: [Br:1][C:2]1[C:7]([O:8][CH3:9])=[CH:6][C:5]([CH2:10][OH:11])=[CH:4][C:3]=1[O:12][CH3:13].[H-].[Na+].I[CH3:17]>CN(C)C=O>[Br:1][C:2]1[C:7]([O:8][CH3:9])=[CH:6][C:5]([CH2:10][O:11][CH3:17])=[CH:4][C:3]=1[O:12][CH3:13] |f:1.2|. Reported procedure: Under cooling in an ice water bath, to a solution of (4-bromo-3,5-dimethoxyphenyl)methanol (118.8 g) in N,N-dimethylformamide (960 mL) was added sodium hydride (60% oily; 24.7 g), and the mixture was stirred for 10 minutes. To this iodomethane (41.7 mL) was dropped. Thereafter, the reaction mixture was stirred at room temperature for 1 hour. The reaction mixture was poured into ice water (2.5 L), and extracted with ethyl acetate. The resulting organic layer was washed with saturated saline, and ... Yield: 85.5%. As a reaction SMILES: [CH3:1][O:2][C:3]1[C:12]2[CH2:11][CH:10]=[C:9]([O:13]CC)[CH2:8][C:7]=2[C:6]([O:16][CH3:17])=[CH:5][CH:4]=1.Cl>C(O)C>[CH3:1][O:2][CH:3]1[C:12]2[CH:11]=[CH:10][C:9](=[O:13])[CH2:8][C:7]=2[CH:6]([O:16][CH3:17])[CH2:5][CH2:4]1. Reported procedure: 5,8-Dihydro-1,4-dimethoxy-6-ethoxynaphthalene (XII) (3.5 g, 15 mmole) was dissolved in 88 ml hot ethanol and then cooled to room temperature. The suspension was stirred with hydrochloric acid (2 N) (17.5 ml) for fifteen minutes. The reaction mixture was poured onto ice water and filtered to give as a tan solid 1,4-dimethoxy-6-tetralone (XIII) (2.67 g, 86.5% yield). m.p. 99°-100° C. (ethanol). Solvent: C(C)O (ethanol). Product: COC1CCC(C=2CC(C=CC12)=O)OC (1,4-Dimethoxy-6-tetralone). The reactants are COC1=CC=C(C=2CC(=CCC12)OCC)OC (5,8-Dihydro-1,4-dimethoxy-6-ethoxynaphthalene), Cl (hydrochloric acid). Starting materials: C=NCC(=O)OCC (ethyl 2-(methylideneamino)acetate), [H-].[Na+] (sodium hydride), C(#N)C1=CC=C(C(=O)Cl)C=C1 (4-cyanobenzoyl chloride). Solvent: C1(=CC=CC=C1)C (toluene). Reaction conditions: time 30 minute. The product is C(#N)C1=CC=C(C=C1)C1=C(N=CO1)C(=O)OCC (ethyl 5-(4-cyanophenyl)oxazole-4-carboxylate). Yield: 36.3%. As a reaction SMILES: [CH2:1]=[N:2][CH2:3][C:4]([O:6][CH2:7][CH3:8])=[O:5].[H-].[Na+].[C:11]([C:13]1[CH:21]=[CH:20][C:16]([C:17](Cl)=[O:18])=[CH:15][CH:14]=1)#[N:12]>C1(C)C=CC=CC=1>[C:11]([C:13]1[CH:21]=[CH:20][C:16]([C:17]2[O:18][CH:1]=[N:2][C:3]=2[C:4]([O:6][CH2:7][CH3:8])=[O:5])=[CH:15][CH:14]=1)#[N:12] |f:1.2|. Reported procedure: A solution of ethyl 2-(methylideneamino)acetate (1.7 g, 14.77 mmol, 1.00 equiv) was added dropwise to a stirred mixture of sodium hydride (60%, 722 mg, 18.05 mmol, 1.22 equiv) in toluene (30 mL) at 5° C. The mixture was stirred at room temperature for 30 min. 4-cyanobenzoyl chloride (3 g, 18.12 mmol, 1.22 equiv) was then added dropwise at 5° C. The reaction was stirred at room temperature for 12 h then quenched with 30 mL of ice-water mixture. The resulting mixture was extracted with 2×15 mL of ... Reactants: BrCC1=CN=C(O1)C1=CC=CC=C1 (5-bromomethyl-2-phenyloxazole), C1(C=2C(C(N1)=O)=CC=CC2)=O.[K] (potassium phthalimide). The solvent is CN(C=O)C (dimethylformamide), CN(C=O)C (dimethylformamide). Yields the product C1(=CC=CC=C1)C=1OC(=CN1)CN1C(C2=CC=CC=C2C1=O)=O (2-(2-phenyloxazol-5-ylmethyl)isoindole-1,3-dione). Yield: 99.8%. RXN SMILES: Br[CH2:2][C:3]1[O:7][C:6]([C:8]2[CH:13]=[CH:12][CH:11]=[CH:10][CH:9]=2)=[N:5][CH:4]=1.[C:14]1(=[O:24])[NH:18][C:17](=[O:19])[C:16]2=[CH:20][CH:21]=[CH:22][CH:23]=[C:15]12.[K]>CN(C)C=O>[C:8]1([C:6]2[O:7][C:3]([CH2:2][N:18]3[C:14](=[O:24])[C:15]4[C:16](=[CH:20][CH:21]=[CH:22][CH:23]=4)[C:17]3=[O:19])=[CH:4][N:5]=2)[CH:13]=[CH:12][CH:11]=[CH:10][CH:9]=1 |f:1.2,^1:24|. Reported procedure: Dissolve 5-bromomethyl-2-phenyloxazole (1.17 g, 4.94 mmol) in dimethylformamide (15 mL) and add dropwise to a solution of potassium phthalimide (1.1 g, 5.93 mmol) in dimethylformamide (15 mL). Stir the reaction under nitrogen at room temperature overnight, concentrate to remove dimethylformamide, dissolve in ethyl acetate (75 mL), wash with saturated Na2CO3 (50 mL), and brine (75 mL). Dry the organic phase (Na2SO4), filter, and concentrate. Perform flash chromatography on silica gel eluting with... Reactants: Brc1cccc(CN2CCOCC2)n1, [K+], [K+], CC(C)(C)[Si](C)(C)C#Cc1cc(C(N)=O)c(N)s1, O=C([O-])[O-], O=C(C=Cc1ccccc1)C=Cc1ccccc1, O=C(C=Cc1ccccc1)C=Cc1ccccc1, O=C(C=Cc1ccccc1)C=Cc1ccccc1, [Pd], [Pd]. The product is CC(C)(C)[Si](C)(C)C#Cc1cc(C(N)=O)c(Nc2cccc(CN3CCOCC3)n2)s1. As a reaction SMILES: [Br:1][c:2]1[cH:3][cH:4][cH:5][c:6]([CH2:8][N:9]2[CH2:10][CH2:11][O:12][CH2:13][CH2:14]2)[n:7]1.[K+:33].[K+:34].[NH2:15][c:16]1[s:17][c:18]([C:24]#[C:25][Si:26]([CH3:27])([CH3:28])[C:29]([CH3:30])([CH3:31])[CH3:32])[cH:19][c:20]1[C:21](=[O:22])[NH2:23].[O-:35][C:36]([O-:37])=[O:38].[O:41]=[C:42]([CH:43]=[CH:44][c:45]1[cH:46][cH:47][cH:48][cH:49][cH:50]1)[CH:51]=[CH:52][c:53]1[cH:54][cH:55][cH:56][cH:57][cH:58]1.[O:59]=[C:60]([CH:61]=[CH:62][c:63]1[cH:64][cH:65][cH:66][cH:67][cH:68]1)[CH:69]=[CH:70][c:71]1[cH:72][cH:73][cH:74][cH:75][cH:76]1.[O:77]=[C:78]([CH:79]=[CH:80][c:81]1[cH:82][cH:83][cH:84][cH:85][cH:86]1)[CH:87]=[CH:88][c:89]1[cH:90][cH:91][cH:92][cH:93][cH:94]1.[Pd:39].[Pd:40]>>[c:2]1([NH:15][c:16]2[s:17][c:18]([C:24]#[C:25][Si:26]([CH3:27])([CH3:28])[C:29]([CH3:30])([CH3:31])[CH3:32])[cH:19][c:20]2[C:21](=[O:22])[NH2:23])[cH:3][cH:4][cH:5][c:6]([CH2:8][N:9]2[CH2:10][CH2:11][O:12][CH2:13][CH2:14]2)[n:7]1.